From a dataset of the Open Reaction Database (ORD), a public repository of structured organic reaction records. describe an organic reaction: reactants, conditions, products, and yield The reactants are [Si](C)(C)(C(C)(C)C)OCC1=C(N=C(N1CC1=CC=C(C=C1)C1=C(C=CC=C1)C(=O)OC)C=O)Cl (5-t-Butyldimethylsilyloxymethyl-1-[(2'-carbomethoxybiphenyl-4-yl)methyl]-4-chloroimidazole-2-carboxaldehyde), CC(C)([O-])C.[K+] (potassium t-butoxide), C1CCOC1 (THF). The reagents and catalysts are [Br-].C(CCC)[P+](C1=CC=CC=C1)(C1=CC=CC=C1)C1=CC=CC=C1 (n-butyltriphenylphosphonium bromide). Conditions: time 15 minute. Product: [Si](C)(C)(C(C)(C)C)OCC1=C(N=C(N1CC1=CC=C(C=C1)C1=C(C=CC=C1)C(=O)OC)\C=C/CCC)Cl (5-t-Butyldimethylsilyloxymethyl-1-[(2'-carbomethoxybiphenyl-4-yl)-methyl]-4-chloro-2-(cis-pent-1-en-1-yl)-imidazole). RXN SMILES: [Si:1]([O:8][CH2:9][C:10]1[N:14]([CH2:15][C:16]2[CH:21]=[CH:20][C:19]([C:22]3[CH:27]=[CH:26][CH:25]=[CH:24][C:23]=3[C:28]([O:30][CH3:31])=[O:29])=[CH:18][CH:17]=2)[C:13]([CH:32]=O)=[N:12][C:11]=1[Cl:34])([C:4]([CH3:7])([CH3:6])[CH3:5])([CH3:3])[CH3:2].CC(C)([O-])C.[K+].[CH2:41]1[CH2:45]O[CH2:43][CH2:42]1>[Br-].C([P+](C1C=CC=CC=1)(C1C=CC=CC=1)C1C=CC=CC=1)CCC>[Si:1]([O:8][CH2:9][C:10]1[N:14]([CH2:15][C:16]2[CH:17]=[CH:18][C:19]([C:22]3[CH:27]=[CH:26][CH:25]=[CH:24][C:23]=3[C:28]([O:30][CH3:31])=[O:29])=[CH:20][CH:21]=2)[C:13](/[CH:32]=[CH:45]\[CH2:41][CH2:42][CH3:43])=[N:12][C:11]=1[Cl:34])([C:4]([CH3:7])([CH3:6])[CH3:5])([CH3:2])[CH3:3] |f:1.2,4.5|. Procedure: 5-t-Butyldimethylsilyloxymethyl-1-[(2'-carbomethoxybiphenyl-4-yl)methyl]-4-chloroimidazole-2-carboxaldehyde (200 mg) was added all at once to a solution of n-butyltriphenylphosphonium bromide (0.26 g) and potassium t-butoxide (70 mg) in THF at 0° C. The reaction mixture was stirred at room temperature for 15 minutes when it was quenched with saturated aqueous ammonium chloride solution. The mixture was extracted with ethyl acetate, the organic layers washed with water, dried (MgSO4) and the solv... The reactants are C1(=CC=CC=C1)[Mg]Br (phenylmagnesium bromide), ClN1CC2=CC=CC=C2C=C1 (2-chloro-isoquinoline), Fe(acac)3. Solvent: C1CCOC1 (THF). Conditions: time 50 minute. Product: C1(=CC=CC=C1)N1CC2=CC=CC=C2C=C1 (2-phenyl-isoquinoline). Yield: 56.5%. RXN SMILES: [C:1]1([Mg]Br)[CH:6]=[CH:5][CH:4]=[CH:3][CH:2]=1.Cl[N:10]1[CH:19]=[CH:18][C:17]2[C:12](=[CH:13][CH:14]=[CH:15][CH:16]=2)[CH2:11]1>C1COCC1>[C:1]1([N:10]2[CH:19]=[CH:18][C:17]3[C:12](=[CH:13][CH:14]=[CH:15][CH:16]=3)[CH2:11]2)[CH:6]=[CH:5][CH:4]=[CH:3][CH:2]=1. Procedure details: A solution of phenylmagnesium bromide (1M in THF, 3.6 mL, 3.6 mmol) is added to a solution of 2-chloro-isoquinoline (258 mg, 1.57 mmol)) and Fe(acac)3 (28 mg, 0.078 mmol) in THF (10 mL) at −30° C. After stirring for 50 min at that temperature, the reaction is quenched with brine, the aqueous layer is extracted with Et2O, the combined organic phases are dried over Na2SO4 and evaporated, and the residue is purified by flash chromatography (hexane/ethyl acetate, 10:1). After eluting a first fractio...